From a dataset of the Open Reaction Database (ORD), a public repository of structured organic reaction records. describe an organic reaction: reactants, conditions, products, and yield Reactants: Brc1cncc2ccccc12, C1COCCO1, [Cu+2], N, O, O, O, O, O, O=S(=O)([O-])[O-]. Product: Nc1cncc2ccccc12. Reaction SMILES: [Br:1][c:2]1[cH:3][n:4][cH:5][c:6]2[cH:7][cH:8][cH:9][cH:10][c:11]12.[CH2:24]1[O:25][CH2:26][CH2:27][O:28][CH2:29]1.[Cu+2:23].[NH3:12].[OH2:13].[OH2:14].[OH2:15].[OH2:16].[OH2:17].[S:18]([O-:19])([O-:20])(=[O:21])=[O:22]>>[c:2]1([NH2:12])[cH:3][n:4][cH:5][c:6]2[cH:7][cH:8][cH:9][cH:10][c:11]12. Reactants: COC(C(=CC(N(OC)CC1=CC(=CC=C1)F)=O)O)=O (3-[(3-Fluorobenzyl)-methoxy-carbamoyl]-2-hydroxy-acrylic acid methyl ester), COC(C(=CC(N(OC)CC1=CC(=CC=C1)F)=O)O)=O (3-[(3-Fluorobenzyl)-methoxy-carbamoyl]-2-hydroxy-acrylic acid methyl ester), C=O (paraformaldehyde), CN (methylamine), ClC=1C=C(CN(C(=O)C=2CN(C(C2O)=O)C)C)C=CC1Cl (4-Hydroxy-1-methyl-5-oxo-2,5-dihydro-1H-pyrrole-3-carboxylic acid (3,4-dichloro-benzyl)-methyl amide). The product is FC=1C=C(CN(C(=O)C=2CN(C(C2O)=O)C)OC)C=CC1 (4-Hydroxy-1-methyl-5-oxo-2,5-dihydro-1H-pyrrole-3-carboxylic acid (3-fluoro-benzyl)-methoxy-amide). The yield is 60.0%. RXN SMILES: CO[C:3](=[O:20])[C:4]([OH:19])=[CH:5][C:6](=[O:18])[N:7]([CH2:10][C:11]1[CH:16]=[CH:15][CH:14]=[C:13]([F:17])[CH:12]=1)[O:8][CH3:9].C=O.CN.ClC1C=C(C=CC=1Cl)[CH2:29][N:30](C)[C:31](C1CN(C)C(=O)C=1O)=O>>[F:17][C:13]1[CH:12]=[C:11]([CH:16]=[CH:15][CH:14]=1)[CH2:10][N:7]([O:8][CH3:9])[C:6]([C:5]1[CH2:29][N:30]([CH3:31])[C:3](=[O:20])[C:4]=1[OH:19])=[O:18]. Procedure: 3-[(3-Fluorobenzyl)-methoxy-carbamoyl]-2-hydroxy-acrylic acid methyl ester (Compound 49-C) was reacted with paraformaldehyde and methylamine as described in the preparation of Compound 12 to give the title compound as a white solid (60% yield); mp 119° C. dec. 1HNMR 400 MHz (CDCl3) δ (ppm): 3.11 (3H, s, NCH3), 3.74 (3H, s, OCH3), 4.17 (2H, s, NCH2), 4.87 (2H, s, NCH2), 6.99–7.35 (4H, m, aromatics). Anal. calcd for C14H15FN2O4: C, 57.14; H, 5.14; N, 9.52. Found: C, 57.04; H, 5.02; N, 9.42.